From a dataset of the Open Reaction Database (ORD), a public repository of structured organic reaction records. describe an organic reaction: reactants, conditions, products, and yield The reactants are O (water), N-potassium, C1(C=2C(C(N1)=O)=CC=CC2)=O (phthalimide), ClC1=C(C(=O)Cl)C=C(C=C1)OC1=C(C=C(C=C1)C(F)(F)F)Cl (2-chloro-5-(2-chloro-4-trifluoromethylphenoxy)benzoyl chloride). The solvent is CN(C=O)C (dimethylformamide). Run at time 8 hour. The product is ClC1=C(C(=O)N2C(C=3C(C2=O)=CC=CC3)=O)C=C(C=C1)OC1=C(C=C(C=C1)C(F)(F)F)Cl (N-[2-chloro-5-(2-chloro-4-trifluoromethylphenoxy)benzoyl]phthalimide). RXN SMILES: [C:1]1(=[O:11])[NH:5][C:4](=[O:6])[C:3]2=[CH:7][CH:8]=[CH:9][CH:10]=[C:2]12.[Cl:12][C:13]1[CH:21]=[CH:20][C:19]([O:22][C:23]2[CH:28]=[CH:27][C:26]([C:29]([F:32])([F:31])[F:30])=[CH:25][C:24]=2[Cl:33])=[CH:18][C:14]=1[C:15](Cl)=[O:16].O>CN(C)C=O>[Cl:12][C:13]1[CH:21]=[CH:20][C:19]([O:22][C:23]2[CH:28]=[CH:27][C:26]([C:29]([F:30])([F:31])[F:32])=[CH:25][C:24]=2[Cl:33])=[CH:18][C:14]=1[C:15]([N:5]1[C:1](=[O:11])[C:2]2=[CH:10][CH:9]=[CH:8][CH:7]=[C:3]2[C:4]1=[O:6])=[O:16]. Procedure details: The N-potassium salt of phthalimide (0.025 mole) dissolved in dimethylformamide (50 ml) and 2-chloro-5-(2-chloro-4-trifluoromethylphenoxy)benzoyl chloride (0.025 mole) are charged into a glass reaction vessel equipped with a mechanical stirrer and thermometer. The reaction mixture is stirred at room temperature for a period of about 8 hours. After this time the mixture is poured into water (150 ml) and is extracted twice with toluene. The toluene extracts are combined and stripped of solvent lea... Reactants: FC1=C(C=C(C=C1)O[C@@H]1C[C@H](C1)NCC=1C=2N(C=CC1)C=CN2)C(F)(F)F (trans-3-{[4-Fluoro-3-(trifluoromethyl)phenyl]oxy}-N-(imidazo[1,2-a]pyridin-8-ylmethyl)cyclobutanamine), C(\C=C/C(=O)O)(=O)O (maleic acid), C(C)OCC (Diethyl ether). Run in CO (methanol). Reaction conditions: time 30 minute. The product is C(\C=C/C(=O)O)(=O)O.FC1=C(C=C(C=C1)O[C@@H]1C[C@H](C1)NCC=1C=2N(C=CC1)C=CN2)C(F)(F)F (trans-3-{[4-Fluoro-3-(trifluoromethyl)phenyl]oxy}-N-(imidazo[1,2-a]pyridin-8-ylmethyl)cyclobutanamine, maleate salt). The yield is 96.0%. Reaction SMILES: [F:1][C:2]1[CH:7]=[CH:6][C:5]([O:8][C@H:9]2[CH2:12][C@H:11]([NH:13][CH2:14][C:15]3[C:16]4[N:17]([CH:21]=[CH:22][N:23]=4)[CH:18]=[CH:19][CH:20]=3)[CH2:10]2)=[CH:4][C:3]=1[C:24]([F:27])([F:26])[F:25].[C:28]([OH:35])(=[O:34])/[CH:29]=[CH:30]\[C:31]([OH:33])=[O:32].C(OCC)C>CO>[C:28]([OH:35])(=[O:34])/[CH:29]=[CH:30]\[C:31]([OH:33])=[O:32].[F:1][C:2]1[CH:7]=[CH:6][C:5]([O:8][C@H:9]2[CH2:12][C@H:11]([NH:13][CH2:14][C:15]3[C:16]4[N:17]([CH:21]=[CH:22][N:23]=4)[CH:18]=[CH:19][CH:20]=3)[CH2:10]2)=[CH:4][C:3]=1[C:24]([F:26])([F:25])[F:27] |f:4.5|. Procedure details: trans-3-{[4-Fluoro-3-(trifluoromethyl)phenyl]oxy}-N-(imidazo[1,2-a]pyridin-8-ylmethyl)cyclobutanamine (1035 mg, 2.73 mmol) and maleic acid (317 mg, 2.73 mmol) were dissolved in methanol (20 mL) and the solution stirred for 30 minutes. It was then concentrated in vacuo to give an orange gum. Diethyl ether was added to this residue to precipitate out the salt as a solid. The ether was removed in vacuo to give the title compound as a pale orange solid (1.299 g, 2.62 mmol). Reactants: ClC1=C2C(NC(=N1)SC)=NC=C2 (4-chloro-2-methylthiopyrrolo[2,3-d] -pyrimidine), C(CC(C)C)N (isopentylamine). Product: CC(=CCNC1=C2C(NC(=N1)SC)=NC=C2)C (4-(3-methyl-2-butenylamino)-2-methylthiopyrrolo[2,3-d]-pyrimidine). RXN SMILES: Cl[C:2]1[N:7]=[C:6]([S:8][CH3:9])[NH:5][C:4]2=[N:10][CH:11]=[CH:12][C:3]=12.[CH2:13]([NH2:18])[CH2:14][CH:15]([CH3:17])[CH3:16]>>[CH3:16][C:15]([CH3:17])=[CH:14][CH2:13][NH:18][C:2]1[N:7]=[C:6]([S:8][CH3:9])[NH:5][C:4]2=[N:10][CH:11]=[CH:12][C:3]=12. Procedure details: To 400 mg of 4-chloro-2-methylthiopyrrolo[2,3-d] -pyrimidine was added 2 ml of isopentylamine. The solution was heated at reflux under nitrogen for 2 hours. The resulting dark oil was purified by chromatography on 30 g of Sephadex LH-20, elution with H2O and then with increasing concentrations of EtOH up to 40% EtOH. The appropriate fractions were combined and evaporated to dryness and the solid residue was crystallized from EtOH/H2O to afford white crystals of product, yield 131 mg (26%), m.p. ... Reaction conditions: temperature 90 celsius, time 12 hour. Reported procedure: To a solution of 4′-[(5-bromo-4-methyl-6-oxo-2-propylpyrimidin-1(6H)-yl)methyl]-3′-fluorobiphenyl-2-carbonitrile (0.65 g) and 4-isopropoxyphenylboronic acid (0.40 g) in 1,4-dioxane (16 mL) were added 2 M aqueous cesium carbonate solution (4 mL) and [1,1′-bis(diphenylphosphino)ferrocene]dichloropalladium (0.06 g), and the mixture was stirred at 90° C. for 12 hr under an argon atmosphere. The reaction mixture was diluted with ethyl acetate, and the insoluble material was filtered off through celit... As a reaction SMILES: Br[C:2]1[C:7](=[O:8])[N:6]([CH2:9][C:10]2[CH:15]=[CH:14][C:13]([C:16]3[C:17]([C:22]#[N:23])=[CH:18][CH:19]=[CH:20][CH:21]=3)=[CH:12][C:11]=2[F:24])[C:5]([CH2:25][CH2:26][CH3:27])=[N:4][C:3]=1[CH3:28].[CH:29]([O:32][C:33]1[CH:38]=[CH:37][C:36](B(O)O)=[CH:35][CH:34]=1)([CH3:31])[CH3:30].C(=O)([O-])[O-].[Cs+].[Cs+]>O1CCOCC1.C(OCC)(=O)C.C1C=CC(P(C2C=CC=CC=2)[C-]2C=CC=C2)=CC=1.C1C=CC(P(C2C=CC=CC=2)[C-]2C=CC=C2)=CC=1.Cl[Pd]Cl.[Fe+2]>[F:24][C:11]1[CH:12]=[C:13]([C:16]2[C:17]([C:22]#[N:23])=[CH:18][CH:19]=[CH:20][CH:21]=2)[CH:14]=[CH:15][C:10]=1[CH2:9][N:6]1[C:7](=[O:8])[C:2]([C:36]2[CH:37]=[CH:38][C:33]([O:32][CH:29]([CH3:31])[CH3:30])=[CH:34][CH:35]=2)=[C:3]([CH3:28])[N:4]=[C:5]1[CH2:25][CH2:26][CH3:27] |f:2.3.4,7.8.9.10|. The reagents and catalysts are C1=CC=C(C=C1)P([C-]2C=CC=C2)C3=CC=CC=C3.C1=CC=C(C=C1)P([C-]2C=CC=C2)C3=CC=CC=C3.Cl[Pd]Cl.[Fe+2] ([1,1′-bis(diphenylphosphino)ferrocene]dichloropalladium). Yield: 67.0%. Solvent: O1CCOCC1 (1,4-dioxane), C(C)(=O)OCC (ethyl acetate). The product is FC=1C=C(C=CC1CN1C(=NC(=C(C1=O)C1=CC=C(C=C1)OC(C)C)C)CCC)C=1C(=CC=CC1)C#N (3′-fluoro-4′-{[5-(4-isopropoxyphenyl)-4-methyl-6-oxo-2-propylpyrimidin-1(6H)-yl]methyl}biphenyl-2-carbonitrile). Starting materials: BrC1=C(N=C(N(C1=O)CC1=C(C=C(C=C1)C=1C(=CC=CC1)C#N)F)CCC)C (4′-[(5-bromo-4-methyl-6-oxo-2-propylpyrimidin-1(6H)-yl)methyl]-3′-fluorobiphenyl-2-carbonitrile), C(C)(C)OC1=CC=C(C=C1)B(O)O (4-isopropoxyphenylboronic acid), C([O-])([O-])=O.[Cs+].[Cs+] (cesium carbonate). Reaction SMILES: [CH:1]1([N:7]([C@H:21]2[CH2:26][CH2:25][C@H:24]([CH2:27][O:28][CH3:29])[CH2:23][CH2:22]2)[C:8](=[O:20])NC2SC(SCC(O)=O)=CN=2)[CH2:6][CH2:5][CH2:4][CH2:3][CH2:2]1.C1(N[C@H]2CCC[C@H](COC)CC2)CCCCC1.C([O:49][C:50](=[O:61])[C:51]([S:54][C:55]1[S:59][C:58]([NH2:60])=[N:57][CH:56]=1)([CH3:53])[CH3:52])C>>[CH:1]1([N:7]([C@H:21]2[CH2:22][CH2:23][C@H:24]([CH2:27][O:28][CH3:29])[CH2:25][CH2:26]2)[C:8](=[O:20])[NH:60][C:58]2[S:59][C:55]([S:54][C:51]([CH3:52])([CH3:53])[C:50]([OH:49])=[O:61])=[CH:56][N:57]=2)[CH2:2][CH2:3][CH2:4][CH2:5][CH2:6]1. The product is C1(CCCCC1)N(C(NC=1SC(=CN1)SC(C(=O)O)(C)C)=O)[C@@H]1CC[C@H](CC1)COC (2-{2-[3-Cyclohexyl-3-(trans-4-methoxymethyl-cyclohexyl)-ureido]-thiazol-5-ylsulfanyl}-2-methyl-propionic acid). Procedure: Prepared in an similar manner to {2-[3-cyclohexyl-3-(trans-4-methoxymethyl-cyclohexyl)-ureido]-thiazol-5-ylsulfanyl}-acetic acid via cyclohexyl-(trans-4-methoxymethyl-cycloheptyl)-amine and 2-(2-amino-thiazol-5-ylsulfanyl)-2-methyl-propionic acid ethyl ester to give the title compound. The reactants are C1(CCCCC1)N(C(NC=1SC(=CN1)SCC(=O)O)=O)[C@@H]1CC[C@H](CC1)COC ({2-[3-cyclohexyl-3-(trans-4-methoxymethyl-cyclohexyl)-ureido]-thiazol-5-ylsulfanyl}-acetic acid), C1(CCCCC1)N[C@@H]1CC[C@H](CCC1)COC (cyclohexyl-(trans-4-methoxymethyl-cycloheptyl)-amine), C(C)OC(C(C)(C)SC1=CN=C(S1)N)=O (2-(2-amino-thiazol-5-ylsulfanyl)-2-methyl-propionic acid ethyl ester).